From a dataset of the Open Reaction Database (ORD), a public repository of structured organic reaction records. describe an organic reaction: reactants, conditions, products, and yield The reactants are CC(=O)SCC1CCCCCCC(C(=O)Nc2cccnc2)NC1=O, CCO, Cl. Yields the product Cl, O=C1NC(C(=O)Nc2cccnc2)CCCCCCC1CS. As a reaction SMILES: [C:1](=[O:2])([CH3:3])[S:4][CH2:5][CH:6]1[C:7](=[O:25])[NH:8][CH:9]([C:16](=[O:17])[NH:18][c:19]2[cH:20][n:21][cH:22][cH:23][cH:24]2)[CH2:10][CH2:11][CH2:12][CH2:13][CH2:14][CH2:15]1.[CH3:27][CH2:28][OH:29].[ClH:26]>>[ClH:26].[SH:4][CH2:5][CH:6]1[C:7](=[O:25])[NH:8][CH:9]([C:16](=[O:17])[NH:18][c:19]2[cH:20][n:21][cH:22][cH:23][cH:24]2)[CH2:10][CH2:11][CH2:12][CH2:13][CH2:14][CH2:15]1. The reactants are CC[O-], CI, CO, CN(C)C=O, Cc1cc(=O)[nH]c2c(C)cc(C(OCc3ccccc3)(C(F)(F)F)C(F)(F)F)cc12, [Tl+]. Product: Cc1cc(=O)n(C)c2c(C)cc(C(OCc3ccccc3)(C(F)(F)F)C(F)(F)F)cc12. RXN SMILES: [CH3:31][CH2:32][O-:33].[CH3:35][I:36].[CH3:37][OH:38].[CH3:39][N:40]([CH3:41])[CH:42]=[O:43].[F:1][C:2]([C:3]([C:4]([F:5])([F:6])[F:7])([O:8][CH2:9][c:10]1[cH:11][cH:12][cH:13][cH:14][cH:15]1)[c:16]1[cH:17][c:18]2[c:19]([CH3:28])[cH:20][c:21](=[O:27])[nH:22][c:23]2[c:24]([CH3:26])[cH:25]1)([F:29])[F:30].[Tl+:34]>>[F:1][C:2]([C:3]([C:4]([F:5])([F:6])[F:7])([O:8][CH2:9][c:10]1[cH:11][cH:12][cH:13][cH:14][cH:15]1)[c:16]1[cH:17][c:18]2[c:19]([CH3:28])[cH:20][c:21](=[O:27])[n:22]([CH3:31])[c:23]2[c:24]([CH3:26])[cH:25]1)([F:29])[F:30]. Reactants: S(=O)(=O)(Cl)Cl.CSC1=NC=C(C(=N1)C)COCCl (2-Methylthio-4-methyl-5-(chloromethyloxymethyl)pyrimidine Sulfuryl chloride), CSC1=NC=C(C(=N1)C)COCSC (2-methylthio-4-methyl-5-(methylthiomethyloxy)methylpyrimidine). Solvent: ClCCl (dichloromethane), ClCCl (dichloromethane). Run at temperature -3 celsius, time 10 minute. Yields the product CSC1=NC=C(C(=N1)C)COCCl (2-Methylthio-4-methyl-5-(chloromethyloxymethyl)pyrimidine). Reaction SMILES: S(Cl)(Cl)(=O)=O.[CH3:6][S:7][C:8]1[N:13]=[C:12]([CH3:14])[C:11]([CH2:15][O:16][CH2:17][Cl:18])=[CH:10][N:9]=1.CSC1N=C(C)C(COCSC)=CN=1>ClCCl>[CH3:6][S:7][C:8]1[N:13]=[C:12]([CH3:14])[C:11]([CH2:15][O:16][CH2:17][Cl:18])=[CH:10][N:9]=1 |f:0.1|. Reported procedure: 2-Methylthio-4-methyl-5-(chloromethyloxymethyl)pyrimidine Sulfuryl chloride (2.8 mmol) in dry dichloromethane (5 ml) was added dropwise over 15 minutes at -3° C. to a solution of 2-methylthio-4-methyl-5-(methylthiomethyloxy)methylpyrimidine (2.8 mmol) in dry dichloromethane (10 ml). The mixture was stirred at -3° C. for 10 minutes before the solution was evaporated at reduced pressure. The crude product (0.60 g, 98%) was used for alkylation in Example 10 without any further purification. 1H NMR ... The reactants are C(C)OC(CC(=O)OCC)=O (malonic acid diethyl ester), [H-].[Na+] (sodium hydride), BrC1=C(C(=CC=C1)I)CC (1-bromo-2-ethyl-3-iodo-benzene), cuprous bromide. Solvent: O1CCOCC1 (dioxane). Reaction conditions: time 15 minute. The product is C(C)OC(C(C(=O)OCC)C1=C(C(=CC=C1)Br)CC)=O (2-(3-bromo-2-ethyl-phenyl)-malonic acid diethyl ester). The yield is 45.3%. Reaction SMILES: [CH2:1]([O:3][C:4](=[O:11])[CH2:5][C:6]([O:8][CH2:9][CH3:10])=[O:7])[CH3:2].[H-].[Na+].[Br:14][C:15]1[CH:20]=[CH:19][CH:18]=[C:17](I)[C:16]=1[CH2:22][CH3:23]>O1CCOCC1>[CH2:1]([O:3][C:4](=[O:11])[CH:5]([C:17]1[CH:18]=[CH:19][CH:20]=[C:15]([Br:14])[C:16]=1[CH2:22][CH3:23])[C:6]([O:8][CH2:9][CH3:10])=[O:7])[CH3:2] |f:1.2|. Reported procedure: To a solution of malonic acid diethyl ester (24.72 g, 154.36 mmol) in dioxane (400 mL) was added sodium hydride (6.17 g, 60%, 154.36 mmol). The mixture was stirred for 15 minutes. Then 1-bromo-2-ethyl-3-iodo-benzene (D126) (40 g, 128.63 mmol) and cuprous bromide (22.13 g, 154.36 mmol) was added. The reaction mixture was refluxed for 10 hr, and then filtered. The filtrate was concentrated in vacuo to give the crude product, which purified by column chromatography to afford 2-(3-bromo-2-ethyl-phen... The product is S1CC(=CCC1)C(=O)O (5,6-Dihydro-2H-thiopyran-3-carboxylic acid). Run in O (water), C1CCOC1 (THF). Reactants: S1CC(=CCC1)C(=O)OC (methyl 5,6-dihydro-2H-thiopyran-3-carboxylate), CO (MeOH), [OH-].[Li+] (lithium hydroxide), Cl (HCl). As a reaction SMILES: [S:1]1[CH2:6][CH2:5][CH:4]=[C:3]([C:7]([O:9]C)=[O:8])[CH2:2]1.CO.[OH-].[Li+].Cl>O.C1COCC1>[S:1]1[CH2:6][CH2:5][CH:4]=[C:3]([C:7]([OH:9])=[O:8])[CH2:2]1 |f:2.3|. Run at time 4 hour. Procedure details: To a solution of methyl 5,6-dihydro-2H-thiopyran-3-carboxylate (1.0 g, 6.32 mmol) in 10:1 MeOH:THF (16.5 mL) was added lithium hydroxide (0.30 g, 13 mmol) in water (15 mL). The resulting mixture was stirred at ambient temperature for 4 hours. The reaction mixture was carefully acidified with 1N aqueous HCl, and extracted with EtOAc (3×). The combined organic extracts were washed with brine, dried over anhydrous Na2SO4, filtered, and concentrated in vacuo to afford the title compound. The residue... Reactants: BrC1=C(C=O)C=C(C=C1)OC (2-bromo-5-methoxybenzaldehyde), C(CO)O (ethylene glycol), C12(C(=O)CC(CC1)C2(C)C)CS(=O)(=O)O (camphorsulfonic acid). Solvent: C1(=CC=CC=C1)C (toluene), C(C)(=O)OCC (ethyl acetate). The product is BrC1=C(C=C(C=C1)OC)C1OCCO1 (2-(2-bromo-5-methoxyphenyl)-1,3-dioxolane). Yield: 103.2%. RXN SMILES: [Br:1][C:2]1[CH:9]=[CH:8][C:7]([O:10][CH3:11])=[CH:6][C:3]=1[CH:4]=[O:5].[CH2:12](O)[CH2:13][OH:14].C12(CS(O)(=O)=O)C(C)(C)C(CC1)CC2=O>C1(C)C=CC=CC=1.C(OCC)(=O)C>[Br:1][C:2]1[CH:9]=[CH:8][C:7]([O:10][CH3:11])=[CH:6][C:3]=1[CH:4]1[O:14][CH2:13][CH2:12][O:5]1. Procedure details: To a solution of Compound 19 (50.0 g, 0.23 mol) in toluene (650 mL) were added ethylene glycol (14.2 mL, 0.26 mol) and camphorsulfonic acid (10.7 g, 46 mmol). The reaction solution was heated under reflux with a Dean-Stark trap for 6 h and then cooled to room temperature and diluted with ethyl acetate (300 mL). The resulting solution was washed with aqueous saturated sodium bicarbonate and brine, dried over sodium sulfate and concentrated in vacuo to give Compound 20 (61.5 g, quantitative) as a ... Reactants: CC(C)NC(=O)C=C (NIPAM), C(C=C)(=O)OCCC1=CC=CC=C1 (2-phenylethyl acrylate), N(=NC(C#N)(CC)C)C(C#N)(CC)C (2,2′-azobis(2-methylbutanenitrile)). The solvent is C(C)(=O)OCC (ethyl acetate). Reaction conditions: time 3 minute. The product is CC(C)NC(=O)C=C.C(C=C)(=O)OCCC1=CC=CC=C1 (NIPAM phenylethyl acrylate). As a reaction SMILES: [CH3:1][CH:2]([NH:4][C:5]([CH:7]=[CH2:8])=[O:6])[CH3:3].[C:9]([O:13][CH2:14][CH2:15][C:16]1[CH:21]=[CH:20][CH:19]=[CH:18][CH:17]=1)(=[O:12])[CH:10]=[CH2:11].N(C(C)(CC)C#N)=NC(C)(CC)C#N>C(OCC)(=O)C>[CH3:1][CH:2]([NH:4][C:5]([CH:7]=[CH2:8])=[O:6])[CH3:3].[C:9]([O:13][CH2:14][CH2:15][C:16]1[CH:17]=[CH:18][CH:19]=[CH:20][CH:21]=1)(=[O:12])[CH:10]=[CH2:11] |f:4.5|. Procedure details: A 25 ml reaction vessel was charged with 11.86 g ethyl acetate, 3 g (0.007 mol) TRIS, 1 g (0.009 mol) NIPAM, 0.14 g (0.0008 mol) 2-phenylethyl acrylate and 0.082 g. 2,2′-azobis(2-methylbutanenitrile). After nitrogen flushing for 3 minutes, the vessel was closed and placed in an oil bath. The polymerization was run for 5 hours at 69-74° C. The polymer was precipitated into water, filtered, dissolved in acetone, precipitated in water and dried at 50° C. The polymer was compatible with HMDS at 10 w... Reactants: O1C2=C(C=CC=3C[C@@H]4[C@@H]5CCC(C1[C@@]5(C23)CCN4C)=O)OS(=O)(=O)C(F)(F)F (4,5-epoxy-17-methyl-3-trifluoromethanesulfonyloxymorphinan-6-one), C(C)OC(=C)[Sn](CCCC)(CCCC)CCCC ((1-ethoxyvinyl)tributyltin), [Li+].[Cl-] (LiCl), C1(=CC=CC=C1)P(C1=CC=CC=C1)C1=CC=CC=C1 (triphenylphosphine). Reagents/catalysts: Cl[Pd]([P](C1=CC=CC=C1)(C2=CC=CC=C2)C3=CC=CC=C3)([P](C4=CC=CC=C4)(C5=CC=CC=C5)C6=CC=CC=C6)Cl (bis(triphenylphosphine)palladium(II) chloride). Run in CN(C=O)C (dimethylformamide). Product: [NH4+].[OH-] (NH4OH), O1C2=C(C=CC=3C[C@@H]4[C@@H]5CCC(C1[C@@]5(C23)CCN4C)=O)C(=C)OCC (4,5-Epoxy-3-(1-ethoxyvinyl)-17-methylmorphinan-6-one). Yield: 191.5%. RXN SMILES: [O:1]1[CH:13]2[C@@:14]34[CH2:16][CH2:17][N:18]([CH3:19])[C@@H:8]([C@@H:9]3[CH2:10][CH2:11][C:12]2=[O:20])[CH2:7][C:6]2=[C:15]4[C:2]1=[C:3](OS(C(F)(F)F)(=O)=O)[CH:4]=[CH:5]2.[CH2:29]([O:31][C:32]([Sn](CCCC)(CCCC)CCCC)=[CH2:33])[CH3:30].[Li+].[Cl-].C1(P(C2C=CC=CC=2)C2C=CC=CC=2)C=CC=CC=1>CN(C)C=O.Cl[Pd](Cl)([P](C1C=CC=CC=1)(C1C=CC=CC=1)C1C=CC=CC=1)[P](C1C=CC=CC=1)(C1C=CC=CC=1)C1C=CC=CC=1>[NH4+:18].[OH-:1].[O:1]1[CH:13]2[C@@:14]34[CH2:16][CH2:17][N:18]([CH3:19])[C@@H:8]([C@@H:9]3[CH2:10][CH2:11][C:12]2=[O:20])[CH2:7][C:6]2=[C:15]4[C:2]1=[C:3]([C:29]([O:31][CH2:32][CH3:33])=[CH2:30])[CH:4]=[CH:5]2 |f:2.3,7.8,^1:75,94|. Procedure details: 2.5 g (6.0 mmol) of 4,5-epoxy-17-methyl-3-trifluoromethanesulfonyloxymorphinan-6-one, 2.1 ml (6.2 mmol) of (1-ethoxyvinyl)tributyltin, 2 g (48 mmol) of LiCl, 0.42 g (0.6 mmol) of bis(triphenylphosphine)palladium(II) chloride and 0.63 g (2.4 mmol) of triphenylphosphine in 25 ml of dimethylformamide were treated as described in Preparation 2. The crude reaction mixture was purified by flash chromatography, eluting with a mixture CH2Cl2/MeOH/conc. NH4OH 90:7:0.7 respectively, yielding 1.95 g of the... Starting materials: CCCC(=O)c1cc2nc(C(Cl)Cl)n(C)c2cc1C, CC(=O)[O-], CCO, [Na+]. The product is CCCC(=O)c1cc2nc(C=O)n(C)c2cc1C. As a reaction SMILES: [C:1]([CH2:2][CH2:3][CH3:4])(=[O:5])[c:6]1[cH:7][c:8]2[c:9]([n:10]([CH3:16])[c:11]([CH:13]([Cl:14])[Cl:15])[n:12]2)[cH:17][c:18]1[CH3:19].[CH3:21][C:22]([O-:23])=[O:24].[CH3:25][CH2:26][OH:27].[Na+:20]>>[C:1]([CH2:2][CH2:3][CH3:4])(=[O:5])[c:6]1[cH:7][c:8]2[c:9]([n:10]([CH3:16])[c:11]([CH:13]=[O:23])[n:12]2)[cH:17][c:18]1[CH3:19]. Starting materials: CC(C)(C)OC(=O)N1CCC(O)(c2ccc(Br)cc2)CC1, COCCN(CCOC)S(F)(F)F, ClCCl. The product is CC(C)(C)OC(=O)N1CCC(F)(c2ccc(Br)cc2)CC1. RXN SMILES: [C:14]([CH3:15])([CH3:16])([CH3:17])[O:18][C:19](=[O:20])[N:21]1[CH2:22][CH2:23][C:24]([OH:27])([c:28]2[cH:29][cH:30][c:31]([Br:34])[cH:32][cH:33]2)[CH2:25][CH2:26]1.[CH3:1][O:2][CH2:3][CH2:4][N:5]([S:6]([F:7])([F:8])[F:11])[CH2:9][CH2:10][O:12][CH3:13].[Cl:35][CH2:36][Cl:37]>>[F:11][C:24]1([c:28]2[cH:29][cH:30][c:31]([Br:34])[cH:32][cH:33]2)[CH2:23][CH2:22][N:21]([C:19]([O:18][C:14]([CH3:15])([CH3:16])[CH3:17])=[O:20])[CH2:26][CH2:25]1.